Dataset: the Open Reaction Database (ORD), a public repository of structured organic reaction records. Task: describe an organic reaction: reactants, conditions, products, and yield Reactants: C(C)C1=CC=C(C=C1)O (4-Ethyl-phenyl alcohol), C(C)OC(C(=O)OCC)CC1=CC=C(C=C1)O (ethyl 2-ethoxy-3-(4-hydroxyphenyl)propanoate), N(=NC(=O)N1CCCCC1)C(=O)N1CCCCC1 (1,1′-(Azodicarbonyl)dipiperidine), C1(=CC=CC=C1)P(C1=CC=CC=C1)C1=CC=CC=C1 (triphenylphosphine). The solvent is ClCCl (dichloromethane). Run at time 8 hour. Product: C(C)OC(C(=O)OCC)CC1=CC=C(C=C1)OCCC1=CC=C(C=C1)CC (Ethyl 2-ethoxy-3-{4-[2-(4-ethylphenyl)ethoxy]phenyl}propanoate). The yield is 44.1%. Reaction SMILES: [CH2:1]([C:3]1[CH:8]=[CH:7][C:6](O)=[CH:5][CH:4]=1)[CH3:2].[CH2:10]([O:12][CH:13]([CH2:19][C:20]1[CH:25]=[CH:24][C:23]([OH:26])=[CH:22][CH:21]=1)[C:14]([O:16][CH2:17][CH3:18])=[O:15])[CH3:11].N(C(N1CCCCC1)=O)=NC(N1CCC[CH2:33][CH2:32]1)=O.C1(P(C2C=CC=CC=2)C2C=CC=CC=2)C=CC=CC=1>ClCCl>[CH2:10]([O:12][CH:13]([CH2:19][C:20]1[CH:21]=[CH:22][C:23]([O:26][CH2:2][CH2:1][C:3]2[CH:8]=[CH:7][C:6]([CH2:32][CH3:33])=[CH:5][CH:4]=2)=[CH:24][CH:25]=1)[C:14]([O:16][CH2:17][CH3:18])=[O:15])[CH3:11]. Reported procedure: 4-Ethyl-phenyl alcohol (0.45 g, 3 mmol) and ethyl 2-ethoxy-3-(4-hydroxyphenyl)propanoate (0.86 g, 3.6 mmol) were mixed in dichloromethane (15 ml). 1,1′-(Azodicarbonyl)dipiperidine (0.91 g, 3.6 mmol) and triphenylphosphine (0.95 g, 3.6 mmol) were then added respectively. The mixture was stirred at room temperature overnight and filtered. The filtrate was evaporated to dry in vacuum. Column chromatography of the residue on silica gel using ethyl acetate/heptane (gradient 10:90 to 50:50) as eluant ... The reactants are COC(=O)Cc1cccc(OCCCNC2=C(c3ccccc3)S(=O)(=O)N(C(C)(C)C)C2=O)c1, CCOC(C)=O, [I-], [Li+], c1ccncc1. Yields the product CC(C)(C)N1C(=O)C(NCCCOc2cccc(CC(=O)O)c2)=C(c2ccccc2)S1(=O)=O. As a reaction SMILES: [C:1]([CH3:2])([CH3:3])([CH3:4])[N:5]1[S:6](=[O:33])(=[O:34])[C:7]([c:27]2[cH:28][cH:29][cH:30][cH:31][cH:32]2)=[C:8]([NH:11][CH2:12][CH2:13][CH2:14][O:15][c:16]2[cH:17][c:18]([CH2:22][C:23](=[O:24])[O:25][CH3:26])[cH:19][cH:20][cH:21]2)[C:9]1=[O:10].[CH3:37][CH2:38][O:39][C:40]([CH3:41])=[O:42].[I-:35].[Li+:36].[cH:43]1[cH:44][cH:45][n:46][cH:47][cH:48]1>>[C:1]([CH3:2])([CH3:3])([CH3:4])[N:5]1[S:6](=[O:33])(=[O:34])[C:7]([c:27]2[cH:28][cH:29][cH:30][cH:31][cH:32]2)=[C:8]([NH:11][CH2:12][CH2:13][CH2:14][O:15][c:16]2[cH:17][c:18]([CH2:22][C:23](=[O:24])[OH:25])[cH:19][cH:20][cH:21]2)[C:9]1=[O:10]. Reported procedure: Referring to Scheme I, thebaine (1) is reacted with lithium dimethyl cuprate to provide the 7-methyl-4,5α-epoxy cleaved product, 3,6-dimethoxy-7β,17-dimethyl-4-hydroxy-5,6,8,14-tetradehydromorphinane (2). This compound serves as a useful starting material for the preparation of 7-methyl-3-methoxy-4,5α-epoxy morphinan-6-ones. Thus, to a solution of 1.25 equivalents of lithium dimethyl cuprate, prepared in ether at 0° under inert atmosphere is added a solution of thebaine (1) in benzene or toluene... The yield is 75.0%. Reactants: CN1CC[C@]23C4=C5C=CC(=C4O[C@H]2C(=CC=C3[C@H]1C5)OC)OC (thebaine), [Cl-].[NH4+] (ammonium chloride), lithium dimethyl cuprate, CCOCC (ether), 7-methyl-3-methoxy-4,5α-epoxy morphinan-6-ones, [OH-].[K+] (potassium hydroxide), [Na] (sodium). The solvent is C1=CC=CC=C1 (benzene), C1(=CC=CC=C1)C (toluene), C(Cl)Cl (methylene chloride). Yields the product COC=1C=CC=2C[C@@H]3C4=C[C@H](C(=C[C@@]4(C2C1O)CCN3C)OC)C (3,6-dimethoxy-7β,17-dimethyl-4-hydroxy-5,6,8,14-tetradehydromorphinane), monochloroform. RXN SMILES: [CH3:1][N:2]1[C@@H:18]2[CH2:19][C:7]3[CH:8]=[CH:9][C:10]([O:22][CH3:23])=[C:11]4[O:12][C@H:13]5[C:14]([O:20][CH3:21])=[CH:15][CH:16]=[C:17]2[C@:5]5([C:6]=34)[CH2:4][CH2:3]1.[Cl-].[NH4+].[Na].[OH-].[K+].[CH3:29]COCC>C1C=CC=CC=1.C1(C)C=CC=CC=1.C(Cl)Cl>[CH3:23][O:22][C:10]1[CH:9]=[CH:8][C:7]2[CH2:19][C@H:18]3[N:2]([CH3:1])[CH2:3][CH2:4][C@@:5]4([C:6]=2[C:11]=1[OH:12])[C:17]3=[CH:16][C@@H:15]([CH3:29])[C:14]([O:20][CH3:21])=[CH:13]4 |f:1.2,4.5,^1:25|. Run at time 1 hour. The reactants are CCCc1c(O)c(C(C)=O)cc(C=O)c1[SH]=C([O-])N(C)C, [Na+], [OH-], O. Yields the product CCCc1c(O)c(C(C)=O)cc(C=O)c1S. RXN SMILES: [C:1]([CH3:2])(=[O:3])[c:4]1[c:5]([OH:21])[c:6]([CH2:18][CH2:19][CH3:20])[c:7]([SH:12]=[C:13]([O-:14])[N:15]([CH3:16])[CH3:17])[c:8]([CH:10]=[O:11])[cH:9]1.[Na+:23].[OH-:22].[OH2:24]>>[C:1]([CH3:2])(=[O:3])[c:4]1[c:5]([OH:21])[c:6]([CH2:18][CH2:19][CH3:20])[c:7]([SH:12])[c:8]([CH:10]=[O:11])[cH:9]1.